Dataset: the Open Reaction Database (ORD), a public repository of structured organic reaction records. Task: describe an organic reaction: reactants, conditions, products, and yield Reactants: CCc1ncc2c(=O)[nH]c3c(N(C)CCOCc4ccccc4)ncnc3n12, CO. The product is CCc1ncc2c(=O)[nH]c3c(N(C)CCO)ncnc3n12. RXN SMILES: [CH2:1]([CH3:2])[c:3]1[n:4][cH:5][c:6]2[c:7](=[O:28])[nH:8][c:9]3[c:10]([N:16]([CH3:17])[CH2:18][CH2:19][O:20][CH2:21][c:22]4[cH:23][cH:24][cH:25][cH:26][cH:27]4)[n:11][cH:12][n:13][c:14]3[n:15]12.[CH3:29][OH:30]>>[CH2:1]([CH3:2])[c:3]1[n:4][cH:5][c:6]2[c:7](=[O:28])[nH:8][c:9]3[c:10]([N:16]([CH3:17])[CH2:18][CH2:19][OH:20])[n:11][cH:12][n:13][c:14]3[n:15]12. Starting materials: ClC1=C(C=C(OC2=C(C=C(C(=N2)C)N)C#C[Si](C)(C)C)C=C1)C(F)(F)F (6-(4-chloro-3-trifluoromethyl-phenoxy)-2-methyl-5-trimethylsilanylethynyl-pyridin-3-ylamine), ice water, C(C)N(C=O)C (ethylmethylformamide), [Cl-].[P+]=O (phosphorous oxide chloride), [OH-].[Na+] (NaOH). The solvent is ClCCl (dichloromethane), ClCCl (dichloromethane). Conditions: time 1 hour. Yields the product ClC1=C(C=C(OC2=C(C=C(C(=N2)C)N=CN(C)CC)C#C[Si](C)(C)C)C=C1)C(F)(F)F (N′-[6-(4-chloro-3-trifluoromethyl-phenoxy)-2-methyl-5-trimethylsilanylethynyl-pyridin-3-yl]-N-ethyl-N-methyl-formamidine). The yield is 73.1%. Reaction SMILES: [CH2:1]([N:3]([CH3:6])[CH:4]=O)[CH3:2].[Cl-].[P+]=O.[Cl:10][C:11]1[CH:31]=[CH:30][C:14]([O:15][C:16]2[N:21]=[C:20]([CH3:22])[C:19]([NH2:23])=[CH:18][C:17]=2[C:24]#[C:25][Si:26]([CH3:29])([CH3:28])[CH3:27])=[CH:13][C:12]=1[C:32]([F:35])([F:34])[F:33].[OH-].[Na+]>ClCCl>[Cl:10][C:11]1[CH:31]=[CH:30][C:14]([O:15][C:16]2[N:21]=[C:20]([CH3:22])[C:19]([N:23]=[CH:4][N:3]([CH2:1][CH3:2])[CH3:6])=[CH:18][C:17]=2[C:24]#[C:25][Si:26]([CH3:29])([CH3:27])[CH3:28])=[CH:13][C:12]=1[C:32]([F:34])([F:33])[F:35] |f:1.2,4.5,^3:7|. Reported procedure: In a 10 ml single-necked round-bottomed flask, 3.1 mg of ethylmethylformamide is solubilized in 0.25 ml of dry dichloromethane at ambient temperature (colourless solution). Under stirring, 0.0032 ml of phosphorous oxide chloride is added dropwise by syringe. Stirring at ambient temperature is continued for 1.0 hour, whereupon a pink-orange solution is obtained. To this solution, 7.0 mg of 6-(4-chloro-3-trifluoromethyl-phenoxy)-2-methyl-5-trimethylsilanylethynyl-pyridin-3-ylamine dissolved in 0.7... The reactants are ClC(=C(C)C)N(C)C (1-Chloro-N,N,2-trimethylpropenylamine), ClC1=CC(=CN(C1=O)CC1=CC=C(C=C1)OC)NC(C=1N(C=CC1C(=O)O)C(C)C)C1=CC=C(C=C1)Cl (2-[[5-chloro-1-(4-methoxy-benzyl)-6-oxo-1,6-dihydro-pyridin-3-ylamino]-(4-chloro-phenyl)-methyl]-1-isopropyl-1H-pyrrole-3-carboxylic acid). Run in C(Cl)Cl (CH2Cl2), C(Cl)Cl (CH2Cl2). Reaction conditions: time 2 hour. Yields the product ClC1=CC(=CN(C1=O)CC1=CC=C(C=C1)OC)N1C(C=2N(C=CC2C1=O)C(C)C)C1=CC=C(C=C1)Cl (5-[5-Chloro-1-(4-methoxy-benzyl)-6-oxo-1,6-dihydro-pyridin-3-yl]-6-(4-chloro-phenyl)-1-isopropyl-5,6-dihydro-1H-pyrrolo[3,4-b]pyrrol-4-one). As a reaction SMILES: ClC(N(C)C)=C(C)C.[Cl:9][C:10]1[C:15](=[O:16])[N:14]([CH2:17][C:18]2[CH:23]=[CH:22][C:21]([O:24][CH3:25])=[CH:20][CH:19]=2)[CH:13]=[C:12]([NH:26][CH:27]([C:39]2[CH:44]=[CH:43][C:42]([Cl:45])=[CH:41][CH:40]=2)[C:28]2[N:29]([CH:36]([CH3:38])[CH3:37])[CH:30]=[CH:31][C:32]=2[C:33]([OH:35])=O)[CH:11]=1>C(Cl)Cl>[Cl:9][C:10]1[C:15](=[O:16])[N:14]([CH2:17][C:18]2[CH:19]=[CH:20][C:21]([O:24][CH3:25])=[CH:22][CH:23]=2)[CH:13]=[C:12]([N:26]2[C:33](=[O:35])[C:32]3[CH:31]=[CH:30][N:29]([CH:36]([CH3:37])[CH3:38])[C:28]=3[CH:27]2[C:39]2[CH:44]=[CH:43][C:42]([Cl:45])=[CH:41][CH:40]=2)[CH:11]=1. Procedure details: 1-Chloro-N,N,2-trimethylpropenylamine [26189-59-3] (2.90 mmol) was added to a solution of 2-[[5-chloro-1-(4-methoxy-benzyl)-6-oxo-1,6-dihydro-pyridin-3-ylamino]-(4-chloro-phenyl)-methyl]-1-isopropyl-1H-pyrrole-3-carboxylic acid (Step O2) (1.943 mmol) in CH2Cl2 (20 mL) at 0° C. After stirring for 2 h, the reaction mixture was diluted with CH2Cl2 and successively washed with a saturated aqueous solution of NaHCO3 and brine, dried (Na2SO4), filtered and concentrated. The residue was purified using ... Starting materials: BrC=1C=C(C(=NC1)NCC1CC1)[N+](=O)[O-] (5-Bromo-N-(cyclopropylmethyl)-3-nitropyridin-2-amine). Reagents/catalysts: [Pt] (platinum). Solvent: CO (methanol). Conditions: time 3 hour. Yields the product BrC=1C=C(C(=NC1)NCC1CC1)N (5-Bromo-N2-(cyclopropylmethyl)pyridine-2,3-diamine). Yield: 99.7%. RXN SMILES: [Br:1][C:2]1[CH:3]=[C:4]([N+:13]([O-])=O)[C:5]([NH:8][CH2:9][CH:10]2[CH2:12][CH2:11]2)=[N:6][CH:7]=1>CO.[Pt]>[Br:1][C:2]1[CH:3]=[C:4]([NH2:13])[C:5]([NH:8][CH2:9][CH:10]2[CH2:12][CH2:11]2)=[N:6][CH:7]=1. Procedure details: A mixture of 5-bromo-N-(cyclopropylmethyl)-3-nitropyridin-2-amine (Step C, 5.5 g, 20.3 mmol) and 3% platinum on sulfide carbon (N.E.CHEMCAT, 1 g) in methanol (250 mL) was stirred at room temperature for 3 h under hydrogen. The mixture was filtered through a pad of celite and the filtrate was concentrated to afford the title compound (4.9 g, 100%) as black oil. Reactants: N1=C2C(=CC=C1)CCC2C(=O)OC (Methyl 6,7-dihydro-5H-cyclopenta[b]pyridine-7-carboxylate), C1=CC(=CC(=C1)Cl)C(=O)OO (m-CPBA). Run in ClCCl (dichloromethane). Reaction conditions: time 1 hour. The product is [N+]1(=C2C(=CC=C1)CCC2C(=O)OC)[O-] (Methyl 6,7-dihydro-5H-cyclopenta[b]pyridine-7-carboxylate 1-oxide). Reaction SMILES: [N:1]1[CH:6]=[CH:5][CH:4]=[C:3]2[CH2:7][CH2:8][CH:9]([C:10]([O:12][CH3:13])=[O:11])[C:2]=12.C1C=C(Cl)C=C(C(OO)=[O:22])C=1>ClCCl>[N+:1]1([O-:22])[CH:6]=[CH:5][CH:4]=[C:3]2[CH2:7][CH2:8][CH:9]([C:10]([O:12][CH3:13])=[O:11])[C:2]=12. Procedure: To a cooled (0° C.) solution of 1.53 g (8.47 mmol) of methyl 6,7-dihydro-5H-cyclopenta[b]pyridine-7-carboxylate from step A above in 30 mL of dichloromethane was added 1.61 g (9.31 mmol) of m-CPBA. The solution was allowed to stir for 1 h and then quenched with 50 mL of a saturated aqueous sodium bicarbonate solution. The layers were separated and the aqueous phase extracted with dichloromethane (3×50 mL). The combined organic extracts were washed with brine, dried over magnesium sulfate, filter... Starting materials: CC1CNCC(C)O1, CS(=O)(=O)c1nccc(Oc2ccc(NC(=O)c3cc(F)cc(N4CCOCC4)c3)c3ccccc23)n1. RXN SMILES: [CH3:38][CH:39]1[O:40][CH:41]([CH3:45])[CH2:42][NH:43][CH2:44]1.[F:1][c:2]1[cH:3][c:4]([C:5](=[O:6])[NH:7][c:8]2[cH:9][cH:10][c:11]([O:18][c:19]3[n:20][c:21]([S:25]([CH3:26])(=[O:27])=[O:28])[n:22][cH:23][cH:24]3)[c:12]3[cH:13][cH:14][cH:15][cH:16][c:17]23)[cH:29][c:30]([N:32]2[CH2:33][CH2:34][O:35][CH2:36][CH2:37]2)[cH:31]1>>[F:1][c:2]1[cH:3][c:4]([C:5](=[O:6])[NH:7][c:8]2[cH:9][cH:10][c:11]([O:18][c:19]3[n:20][c:21]([N:43]4[CH2:42][CH:41]([CH3:45])[O:40][CH:39]([CH3:38])[CH2:44]4)[n:22][cH:23][cH:24]3)[c:12]3[cH:13][cH:14][cH:15][cH:16][c:17]23)[cH:29][c:30]([N:32]2[CH2:33][CH2:34][O:35][CH2:36][CH2:37]2)[cH:31]1. Yields the product CC1CN(c2nccc(Oc3ccc(NC(=O)c4cc(F)cc(N5CCOCC5)c4)c4ccccc34)n2)CC(C)O1.